Dataset: the Open Reaction Database (ORD), a public repository of structured organic reaction records. Task: describe an organic reaction: reactants, conditions, products, and yield Reaction SMILES: [CH3:1][O:2][c:3]1[cH:4][cH:5][c:6]([N:15]2[CH2:16][CH2:17][O:18][CH2:19][CH2:20]2)[c:7]2[c:8]1[n:9][c:10]([C:12](=[O:13])[OH:14])[s:11]2.[CH3:30][N:31]([CH3:32])[CH:33]=[O:34].[NH2:21][CH2:22][c:23]1[cH:24][cH:25][cH:26][cH:27][cH:28]1.[OH2:29]>>[CH3:1][O:2][c:3]1[cH:4][cH:5][c:6]([N:15]2[CH2:16][CH2:17][O:18][CH2:19][CH2:20]2)[c:7]2[c:8]1[n:9][c:10]([C:12](=[O:14])[NH:21][CH2:22][c:23]1[cH:24][cH:25][cH:26][cH:27][cH:28]1)[s:11]2. The product is COc1ccc(N2CCOCC2)c2sc(C(=O)NCc3ccccc3)nc12. Starting materials: COc1ccc(N2CCOCC2)c2sc(C(=O)O)nc12, CN(C)C=O, NCc1ccccc1, O. Starting materials: BrC1=NC=CC=C1Br (2,3-dibromopyridine), CC(C)[Mg]Cl (2-propylmagnesium chloride), C(C1=CC=CC=C1)N1CCC(CC1)=O (1-benzyl-4-piperidone). The solvent is O1CCCC1 (tetrahydrofuran), O1CCCC1 (tetrahydrofuran). Conditions: time 1 hour. Yields the product C(C1=CC=CC=C1)N1CCC(CC1)(C=1C(=NC=CC1)Br)O (1′-Benzyl-2-bromo-2′,3′,5′,6′-tetrahydro-1′H-[3,4′]bipyridinyl-4′-ol). The yield is 23.3%. RXN SMILES: [Br:1][C:2]1[C:7](Br)=[CH:6][CH:5]=[CH:4][N:3]=1.CC([Mg]Cl)C.[CH2:14]([N:21]1[CH2:26][CH2:25][C:24](=[O:27])[CH2:23][CH2:22]1)[C:15]1[CH:20]=[CH:19][CH:18]=[CH:17][CH:16]=1>O1CCCC1>[CH2:14]([N:21]1[CH2:26][CH2:25][C:24]([OH:27])([C:7]2[C:2]([Br:1])=[N:3][CH:4]=[CH:5][CH:6]=2)[CH2:23][CH2:22]1)[C:15]1[CH:16]=[CH:17][CH:18]=[CH:19][CH:20]=1. Procedure details: To a solution of 10 g (42 mmol) 2,3-dibromopyridine in 210 ml dry tetrahydrofuran at room temperature were added 22 ml (44 mmol) 2-propylmagnesium chloride solution (2.0 M in tetrahydrofuran). The reaction mixture was stirred for 1 h at room temperature. A solution of 7.9 g (44 mmol) 1-benzyl-4-piperidone in 40 ml tetrahydrofuran was added, and stirring was continued for 16 h. The reaction mixture was quenched with water, basified to pH 9 with aqueous 2 M sodium hydroxide solution and extracted ... The product is CC(C)C1=C(OCC(=O)C=2C(=C(C(=CC2)C(C)C)OS(N)(=O)=O)C(C)C)C(=CC=C1)C(C)C (sulfamic acid[[2,6-bis(1-methylethyl)-phenoxy]acetyl]-2,6-bis (1-methylethyl)phenyl ester). The reactants are CC(C)C1=C(OCC(=O)C=2C(=C(C(=CC2)C(C)C)OS(N)(=O)=O)C(C)C)C(=CC(=C1)C(C)C)C(C)C (Sulfamic acid[[2,4,6-tris(1-methylethyl)phenoxy]-acetyl]-2,6-bis(1-methylethyl)phenyl ester), C(C)(C)C1=C(C(=CC(=C1)C(C)C)C(C)C)O (2,4,6 - triisopropylphenol), C(C)(C)C1=C(C(=CC=C1)C(C)C)O (2,6-diisopropylphenol). Procedure details: This compound was prepared in the same manner as for the title compound of Example 46, except that 2,4,6 - triisopropylphenol was replaced with 2,6-diisopropylphenol, mp 108°-110° C. Reaction SMILES: [CH3:1][CH:2]([C:4]1[CH:30]=[C:29](C(C)C)[CH:28]=[C:27]([CH:34]([CH3:36])[CH3:35])[C:5]=1[O:6][CH2:7][C:8]([C:10]1[C:11]([CH:24]([CH3:26])[CH3:25])=[C:12]([O:19][S:20](=[O:23])(=[O:22])[NH2:21])[C:13]([CH:16]([CH3:18])[CH3:17])=[CH:14][CH:15]=1)=[O:9])[CH3:3].C(C1C=C(C(C)C)C=C(C(C)C)C=1O)(C)C.C(C1C=CC=C(C(C)C)C=1O)(C)C>>[CH3:36][CH:34]([C:27]1[CH:28]=[CH:29][CH:30]=[C:4]([CH:2]([CH3:3])[CH3:1])[C:5]=1[O:6][CH2:7][C:8]([C:10]1[C:11]([CH:24]([CH3:25])[CH3:26])=[C:12]([O:19][S:20](=[O:22])(=[O:23])[NH2:21])[C:13]([CH:16]([CH3:17])[CH3:18])=[CH:14][CH:15]=1)=[O:9])[CH3:35]. Starting materials: FC=1C(NC(NC1)=O)=O (5-fluorouracil), C(C1=CC=CC=C1)(=O)Cl (benzoyl chloride). Run in N1=CC=CC=C1 (pyridine). Run at temperature 70 celsius. Product: C(C1=CC=CC=C1)(=O)N1C(=O)N(C(=O)C(=C1)F)C(C1=CC=CC=C1)=O (1,3-di-N-benzoyl-5-fluorouracil). The yield is 50.3%. Reaction SMILES: [F:1][C:2]1[C:3](=[O:9])[NH:4][C:5](=[O:8])[NH:6][CH:7]=1.[C:10](Cl)(=[O:17])[C:11]1[CH:16]=[CH:15][CH:14]=[CH:13][CH:12]=1>N1C=CC=CC=1>[C:10]([N:6]1[CH:7]=[C:2]([F:1])[C:3](=[O:9])[N:4]([C:10](=[O:17])[C:11]2[CH:16]=[CH:15][CH:14]=[CH:13][CH:12]=2)[C:5]1=[O:8])(=[O:17])[C:11]1[CH:16]=[CH:15][CH:14]=[CH:13][CH:12]=1. Procedure details: 2.6 g (0.02 mole) of 5-fluorouracil was suspended in 10 ml of absolute pyridine, and the suspension was stirred at 70° C to form a solution. 17 g (0.12 mole) of benzoyl chloride was added dropwise to the resulting solution followed by heating to 80° C for 1.5 hours while stirring. After completion of the reaction, the reaction mixture was concentrated under reduced pressure (25 mm Hg) to half its original volume, and 50 ml of ethyl acetate was added thereto. After the insoluble matter in the eth...